This data is from the Open Reaction Database (ORD), a public repository of structured organic reaction records. The task is: describe an organic reaction: reactants, conditions, products, and yield The reactants are C1(=CC=C(C=C1)S(=O)(=O)N1CC2=CC=C(C=C2C1)CN)C (2-(p-toluenesulfonyl)-5-aminomethylisoindoline), C(C)(=O)OC(C)=O (acetic anhydride). Run in C(Cl)(Cl)Cl (chloroform). Yields the product C1(=CC=C(C=C1)S(=O)(=O)N1CC2=CC=C(C=C2C1)CNC(C)=O)C (2-(p-toluenesulfonyl)-5-acetamidomethylisoindoline). RXN SMILES: [C:1]1([CH3:21])[CH:6]=[CH:5][C:4]([S:7]([N:10]2[CH2:18][C:17]3[C:12](=[CH:13][CH:14]=[C:15]([CH2:19][NH2:20])[CH:16]=3)[CH2:11]2)(=[O:9])=[O:8])=[CH:3][CH:2]=1.[C:22](OC(=O)C)(=[O:24])[CH3:23]>C(Cl)(Cl)Cl>[C:1]1([CH3:21])[CH:2]=[CH:3][C:4]([S:7]([N:10]2[CH2:18][C:17]3[C:12](=[CH:13][CH:14]=[C:15]([CH2:19][NH:20][C:22](=[O:24])[CH3:23])[CH:16]=3)[CH2:11]2)(=[O:9])=[O:8])=[CH:5][CH:6]=1. Reported procedure: 14.5 g of g of 2-(p-toluenesulfonyl)-5-aminomethylisoindoline was dissolved in 200 ml of chloroform. 6.13 g of acetic anhydride was added dropwise to the solution under ice cooling while stirring. The mixture was stirred at room temperature for 1 hour and concentrated. The residue was recrystallized from n-hexane to give 16.3 g of 2-(p-toluenesulfonyl)-5-acetamidomethylisoindoline.